Dataset: the Open Reaction Database (ORD), a public repository of structured organic reaction records. Task: describe an organic reaction: reactants, conditions, products, and yield Reactants: CCOC(=O)CN1C(=O)NC(C)=C(C(=O)O)C1c1cccc(Cl)c1, ClCCl, NCCC(c1ccccc1)c1ccccc1. Product: CCOC(=O)CN1C(=O)NC(C)=C(C(=O)NCCC(c2ccccc2)c2ccccc2)C1c1cccc(Cl)c1. RXN SMILES: [Cl:1][c:2]1[cH:3][c:4]([CH:8]2[N:9]([CH2:19][C:20](=[O:21])[O:22][CH2:23][CH3:24])[C:10](=[O:18])[NH:11][C:12]([CH3:17])=[C:13]2[C:14](=[O:15])[OH:16])[cH:5][cH:6][cH:7]1.[Cl:41][CH2:42][Cl:43].[c:25]1([CH:31]([CH2:32][CH2:33][NH2:34])[c:35]2[cH:36][cH:37][cH:38][cH:39][cH:40]2)[cH:26][cH:27][cH:28][cH:29][cH:30]1>>[Cl:1][c:2]1[cH:3][c:4]([CH:8]2[N:9]([CH2:19][C:20](=[O:21])[O:22][CH2:23][CH3:24])[C:10](=[O:18])[NH:11][C:12]([CH3:17])=[C:13]2[C:14](=[O:16])[NH:34][CH2:33][CH2:32][CH:31]([c:25]2[cH:26][cH:27][cH:28][cH:29][cH:30]2)[c:35]2[cH:36][cH:37][cH:38][cH:39][cH:40]2)[cH:5][cH:6][cH:7]1. Reactants: CC(O)C(NC(=O)OC(C)(C)C)C(N)=O, CCOCC, ClCCl, Cl, COc1ccc(C=C(C#N)c2cc(OC)c(OC)c(OC)c2)cc1N, C1COCCO1. The product is Cl, COc1ccc(C=C(C#N)c2cc(OC)c(OC)c(OC)c2)cc1N, CC(O)C(N)C(N)=O. Reaction SMILES: [C:1]([O:2][C:3]([CH3:4])([CH3:5])[CH3:6])(=[O:7])[NH:8][CH:9]([CH:10]([OH:11])[CH3:12])[C:13](=[O:14])[NH2:15].[CH3:48][CH2:49][O:50][CH2:51][CH3:52].[Cl:53][CH2:54][Cl:55].[ClH:41].[NH2:16][c:17]1[cH:18][c:19]([CH:25]=[C:26]([C:27]#[N:28])[c:29]2[cH:30][c:31]([O:39][CH3:40])[c:32]([O:37][CH3:38])[c:33]([O:35][CH3:36])[cH:34]2)[cH:20][cH:21][c:22]1[O:23][CH3:24].[O:42]1[CH2:43][CH2:44][O:45][CH2:46][CH2:47]1>>[ClH:41].[NH2:16][c:17]1[cH:18][c:19]([CH:25]=[C:26]([C:27]#[N:28])[c:29]2[cH:30][c:31]([O:39][CH3:40])[c:32]([O:37][CH3:38])[c:33]([O:35][CH3:36])[cH:34]2)[cH:20][cH:21][c:22]1[O:23][CH3:24].[NH2:8][CH:9]([CH:10]([OH:11])[CH3:12])[C:13](=[O:14])[NH2:15]. Reactants: CC(C)O, O=C1Nc2cnc(Cl)nc2N(C2CCCC2)CC1(F)F, ClCCl, COc1cc(C(=O)NC2CCN(C)CC2)ccc1N, [Na+], [Na+], O=C([O-])[O-], O, Cc1ccc(S(=O)(=O)O)cc1. Yields the product COc1cc(C(=O)NC2CCN(C)CC2)ccc1Nc1ncc2c(n1)N(C1CCCC1)CC(F)(F)C(=O)N2. Reaction SMILES: [CH:52]([OH:53])([CH3:54])[CH3:55].[Cl:1][c:2]1[n:3][cH:4][c:5]2[c:6]([n:20]1)[N:7]([CH:15]1[CH2:16][CH2:17][CH2:18][CH2:19]1)[CH2:8][C:9]([F:13])([F:14])[C:10](=[O:12])[NH:11]2.[Cl:56][CH2:57][Cl:58].[NH2:21][c:22]1[c:23]([O:38][CH3:39])[cH:24][c:25]([C:26](=[O:27])[NH:28][CH:29]2[CH2:30][CH2:31][N:32]([CH3:35])[CH2:33][CH2:34]2)[cH:36][cH:37]1.[Na+:59].[Na+:60].[O-:61][C:62](=[O:63])[O-:64].[OH2:40].[c:41]1([CH3:42])[cH:43][cH:44][c:45]([S:46]([OH:47])(=[O:48])=[O:49])[cH:50][cH:51]1>>[c:2]1([NH:21][c:22]2[c:23]([O:38][CH3:39])[cH:24][c:25]([C:26](=[O:27])[NH:28][CH:29]3[CH2:30][CH2:31][N:32]([CH3:35])[CH2:33][CH2:34]3)[cH:36][cH:37]2)[n:3][cH:4][c:5]2[c:6]([n:20]1)[N:7]([CH:15]1[CH2:16][CH2:17][CH2:18][CH2:19]1)[CH2:8][C:9]([F:13])([F:14])[C:10](=[O:12])[NH:11]2. Starting materials: C(C)OC(=O)COC1=C(C=C2C(=NC=NC2=C1)N1CCC(CC1)N1C(N(C2=CC=C(C=C2C1=O)C)C)=O)OC (3-[1-(7-Ethoxycarbonylmethoxy-6-methoxy-4-quinazolinyl)-4-piperidinyl]-1,2,3,4-tetrahydro-1,6-dimethyl-2,4-dioxoquinazoline), aqueous solution, [OH-].[Na+] (sodium hydroxide), Cl (hydrochloric acid). The solvent is CO (methanol). Product: C(=O)(O)COC1=C(C=C2C(=NC=NC2=C1)N1CCC(CC1)N1C(N(C2=CC=C(C=C2C1=O)C)C)=O)OC (3-[1-(7-Carboxymethyloxy-6-methoxy-4-quinazolinyl)-4-piperidinyl]-1,2,3,4-tetrahydro-1,6-dimethyl-2,4-dioxoquinazoline). The yield is 32.7%. As a reaction SMILES: C([O:3][C:4]([CH2:6][O:7][C:8]1[CH:17]=[C:16]2[C:11]([C:12]([N:18]3[CH2:23][CH2:22][CH:21]([N:24]4[C:33](=[O:34])[C:32]5[C:27](=[CH:28][CH:29]=[C:30]([CH3:35])[CH:31]=5)[N:26]([CH3:36])[C:25]4=[O:37])[CH2:20][CH2:19]3)=[N:13][CH:14]=[N:15]2)=[CH:10][C:9]=1[O:38][CH3:39])=[O:5])C.[OH-].[Na+].Cl>CO>[C:4]([CH2:6][O:7][C:8]1[CH:17]=[C:16]2[C:11]([C:12]([N:18]3[CH2:19][CH2:20][CH:21]([N:24]4[C:33](=[O:34])[C:32]5[C:27](=[CH:28][CH:29]=[C:30]([CH3:35])[CH:31]=5)[N:26]([CH3:36])[C:25]4=[O:37])[CH2:22][CH2:23]3)=[N:13][CH:14]=[N:15]2)=[CH:10][C:9]=1[O:38][CH3:39])([OH:5])=[O:3] |f:1.2|. Procedure: In 10 ml of methanol was dissolved 250.0 mg (0.47 mmol) of Compound 93 obtained in Example 84, and 5 ml of a 2N aqueous solution of sodium hydroxide was added thereto, followed by heating under reflux for 6 hours. After cooling, the reaction mixture was neutralized by addition of 4N hydrochloric acid, and extracted with chloroform. The organic layer was washed and dried, and the solvent was distilled off under reduced pressure. To the residue was added ether, and the precipitated crystals were c... Reactants: COC(=O)[C@H]1[C@H](CCC1)C1CC(=NO1)C1=CC=C(C=C1)O (cis-2-[3-(4-hydroxy-phenyl)-4,5-dihydro-isoxazol-5-yl]-cyclopentanecarboxylic acid methyl ester), [I-].[K+] (potassium iodide), ClCC1=CC(=NC2=CC=CC=C12)C (4-chloromethyl-2-methylquinoline), C([O-])([O-])=O.[K+].[K+] (potassium carbonate). Run at temperature 50 celsius. The product is COC(=O)[C@H]1[C@H](CCC1)C1CC(=NO1)C1=CC=C(C=C1)OCC1=CC(=NC2=CC=CC=C12)C (cis-2-{3-[4-(2-methyl-quinolin-4-ylmethoxy)-phenyl]-4,5-dihydro-isoxazol-5-yl}-cyclopentanecarboxylic acid methyl ester). Yield: 42.7%. Reaction SMILES: [CH3:1][O:2][C:3]([C@@H:5]1[CH2:9][CH2:8][CH2:7][C@@H:6]1[CH:10]1[O:14][N:13]=[C:12]([C:15]2[CH:20]=[CH:19][C:18]([OH:21])=[CH:17][CH:16]=2)[CH2:11]1)=[O:4].Cl[CH2:23][C:24]1[C:33]2[C:28](=[CH:29][CH:30]=[CH:31][CH:32]=2)[N:27]=[C:26]([CH3:34])[CH:25]=1.C(=O)([O-])[O-].[K+].[K+].[I-].[K+]>>[CH3:1][O:2][C:3]([C@@H:5]1[CH2:9][CH2:8][CH2:7][C@@H:6]1[CH:10]1[O:14][N:13]=[C:12]([C:15]2[CH:20]=[CH:19][C:18]([O:21][CH2:23][C:24]3[C:33]4[C:28](=[CH:29][CH:30]=[CH:31][CH:32]=4)[N:27]=[C:26]([CH3:34])[CH:25]=3)=[CH:17][CH:16]=2)[CH2:11]1)=[O:4] |f:2.3.4,5.6|. Procedure: The product from step 28a (0.31 g, 1.1 mmol) was combined with 4-chloromethyl-2-methylquinoline (0.20 g, 1.0 mmol), potassium carbonate (0.22 g, 1.6 mmol) and potassium iodide (0.05 g, 0.3 mmol) in acetontrile (5 mL) under a nitrogen atmosphere and heated to 50° C. for 18 h. The reaction was filtered, concentrated, and purified by FCC on silica gel eluting ethyl an acetate:hexanes gradient to give cis-2-{3-[4-(2-methyl-quinolin-4-ylmethoxy)-phenyl]-4,5-dihydro-isoxazol-5-yl}-cyclopentanecarboxyl... Starting materials: CO, Clc1ccccc1CBr, Cl, C1=C(c2cc3ccccc3s2)CCNC1. Yields the product Clc1ccccc1CN1CC=C(c2cc3ccccc3s2)CC1. RXN SMILES: [CH3:26][OH:27].[Cl:17][c:18]1[c:19]([CH2:20][Br:21])[cH:22][cH:23][cH:24][cH:25]1.[ClH:1].[s:2]1[c:3]([C:11]2=[CH:16][CH2:15][NH:14][CH2:13][CH2:12]2)[cH:4][c:5]2[c:6]1[cH:7][cH:8][cH:9][cH:10]2>>[s:2]1[c:3]([C:11]2=[CH:16][CH2:15][N:14]([CH2:20][c:19]3[c:18]([Cl:17])[cH:25][cH:24][cH:23][cH:22]3)[CH2:13][CH2:12]2)[cH:4][c:5]2[c:6]1[cH:7][cH:8][cH:9][cH:10]2.